This data is from the Open Reaction Database (ORD), a public repository of structured organic reaction records. The task is: describe an organic reaction: reactants, conditions, products, and yield Reactants: CN1C(=NC=C1[N+](=O)[O-])C(OCC)=N (ethyl 1-methyl-5-nitro-2-imidazolecarboximidate), C(C)(=O)NN (acetyl hydrazine). The solvent is CO (methanol). The product is CN1C(=NC=C1[N+](=O)[O-])C(=N)NNC(C)=O (2-(1-Methyl-5-nitro-2-imidazolecarboximidoyl)-1-acetylhydrazine). Reaction SMILES: [CH3:1][N:2]1[C:6]([N+:7]([O-:9])=[O:8])=[CH:5][N:4]=[C:3]1[C:10](=[NH:14])OCC.[C:15]([NH:18][NH2:19])(=[O:17])[CH3:16]>CO>[CH3:1][N:2]1[C:6]([N+:7]([O-:9])=[O:8])=[CH:5][N:4]=[C:3]1[C:10]([NH:19][NH:18][C:15](=[O:17])[CH3:16])=[NH:14]. Procedure: In 200 ml. of methanol, 12 g. (0.06 mole) of ethyl 1-methyl-5-nitro-2-imidazolecarboximidate and 4.9 g. (0.066 mole) of acetyl hydrazine are refluxed for 30 hours. The yellow compound is collected, washed with cold methanol and dried to give 12.97 g. of the title compound, melting point 294°C. Reactants: FC(S(=O)(=O)OC=1C(NC(C1C1=CC=C(C=C1)OCC1=NC2=CC=CC=C2C=C1)=O)(C)C)(F)F (2,2-dimethyl-5-oxo-4-(4-(quinolin-2-ylmethoxy)phenyl)-2,5-dihydro-1H-pyrrol-3-yl trifluoromethanesulfonate), COC1=CC=C(C=C1)B(O)O (4-methoxyphenylboronic acid), C(=O)([O-])[O-].[Na+].[Na+] (Na2CO3). The reagents and catalysts are C=1C=CC(=CC1)[P](C=2C=CC=CC2)(C=3C=CC=CC3)[Pd]([P](C=4C=CC=CC4)(C=5C=CC=CC5)C=6C=CC=CC6)([P](C=7C=CC=CC7)(C=8C=CC=CC8)C=9C=CC=CC9)[P](C=1C=CC=CC1)(C=1C=CC=CC1)C=1C=CC=CC1 (Pd(PPh3)4). Run in O1CCOCC1 (1,4-dioxane), O (water), O (water). Run at time 30 minute. Yields the product COC1=CC=C(C=C1)C1=C(C(NC1(C)C)=O)C1=CC=C(C=C1)OCC1=NC2=CC=CC=C2C=C1 (4-(4-methoxyphenyl)-5,5-dimethyl-3-(4-(quinolin-2-ylmethoxy)phenyl)-1H-pyrrol-2(5H)-one). Isolated yield 6.6%. Reaction SMILES: FC(F)(F)S(O[C:7]1[C:8]([CH3:32])([CH3:31])[NH:9][C:10](=[O:30])[C:11]=1[C:12]1[CH:17]=[CH:16][C:15]([O:18][CH2:19][C:20]2[CH:29]=[CH:28][C:27]3[C:22](=[CH:23][CH:24]=[CH:25][CH:26]=3)[N:21]=2)=[CH:14][CH:13]=1)(=O)=O.[CH3:35][O:36][C:37]1[CH:42]=[CH:41][C:40](B(O)O)=[CH:39][CH:38]=1.C([O-])([O-])=O.[Na+].[Na+]>O1CCOCC1.O.C1C=CC([P]([Pd]([P](C2C=CC=CC=2)(C2C=CC=CC=2)C2C=CC=CC=2)([P](C2C=CC=CC=2)(C2C=CC=CC=2)C2C=CC=CC=2)[P](C2C=CC=CC=2)(C2C=CC=CC=2)C2C=CC=CC=2)(C2C=CC=CC=2)C2C=CC=CC=2)=CC=1>[CH3:35][O:36][C:37]1[CH:42]=[CH:41][C:40]([C:7]2[C:8]([CH3:32])([CH3:31])[NH:9][C:10](=[O:30])[C:11]=2[C:12]2[CH:13]=[CH:14][C:15]([O:18][CH2:19][C:20]3[CH:29]=[CH:28][C:27]4[C:22](=[CH:23][CH:24]=[CH:25][CH:26]=4)[N:21]=3)=[CH:16][CH:17]=2)=[CH:39][CH:38]=1 |f:2.3.4,^1:62,64,83,102|. Procedure details: To a stirred solution of 2,2-dimethyl-5-oxo-4-(4-(quinolin-2-ylmethoxy)phenyl)-2,5-dihydro-1H-pyrrol-3-yl trifluoromethanesulfonate (500 mg, 1.01 mmol) in 1,4-dioxane (20 mL) were added 4-methoxyphenylboronic acid (185 mg, 1.2 mmol), Na2CO3 (256 mg, 3.04 mmol) and water (4 mL) at RT under an inert atmosphere. The mixture was stirred for 30 min and then Pd(PPh3)4 (117 mg, 0.1 mmol) was added. Stirring was continued at 80° C. for 16 h. The reaction mixture was then diluted with water and extracted... Run at time 16 hour. RXN SMILES: [C:1](Cl)(Cl)=[O:2].[CH3:5][O:6][C:7]1[S:11][C:10]([NH2:12])=[N:9][N:8]=1>C(OCC)(=O)C>[CH3:5][O:6][C:7]1[S:11][C:10]([N:12]=[C:1]=[O:2])=[N:9][N:8]=1. Yields the product COC1=NN=C(S1)N=C=O (5-methoxy-1,3,4-thiadiazol-2-yl isocyanate). The solvent is C(C)(=O)OCC (ethyl acetate), C(C)(=O)OCC (ethyl acetate). Procedure details: A saturated solution of phosgene in ethyl acetate (100 ml) is charged into a glass reaction vessel equipped with a mechanical stirrer. A slurry of 5-methoxy- 2-amino-1,3,4-thiadiazole (40 grams) in ethyl acetate (300 ml) is added to the reaction vessel, and the resulting mixture is stirred for a period of about 16 hours, resulting in the formation of a precipitate. The reaction mixture is then purged with nitrogen gas to remove unreacted phosgene. The purged mixture is then filtered to recover t... Starting materials: C(=O)(Cl)Cl (phosgene), COC1=NN=C(S1)N (5-methoxy- 2-amino-1,3,4-thiadiazole). Starting materials: CCOC(=O)C#N, C1CCOC1, C[Si](C)(C)[N-][Si](C)(C)C, COc1cc2c(cc1Cl)C(=O)CC2, [Li+]. The product is CCOC(=O)C1Cc2cc(OC)c(Cl)cc2C1=O. As a reaction SMILES: [C:24](#[N:25])[C:26](=[O:27])[O:28][CH2:29][CH3:30].[CH2:31]1[O:32][CH2:33][CH2:34][CH2:35]1.[CH3:14][Si:15]([N-:16][Si:17]([CH3:18])([CH3:19])[CH3:20])([CH3:21])[CH3:22].[Cl:1][c:2]1[c:3]([O:12][CH3:13])[cH:4][c:5]2[c:9]([cH:10]1)[C:8](=[O:11])[CH2:7][CH2:6]2.[Li+:23]>>[Cl:1][c:2]1[c:3]([O:12][CH3:13])[cH:4][c:5]2[c:9]([cH:10]1)[C:8](=[O:11])[CH:7]([C:26](=[O:27])[O:28][CH2:29][CH3:30])[CH2:6]2. Reactants: COC=1C=C2C=C(N=C(C2=CC1OC)C)C1=CC(=C(C=C1)OC)OC (6,7-Dimethoxy-1-methyl-3-(3,4-dimethoxyphenyl)isoquinoline), C(=O)=O (dry ice), CC(=O)C (acetone), solution, B(Br)(Br)Br (boron tribromide). The solvent is C(Cl)(Cl)Cl (chloroform), ClCCl (dichloromethane). Run at temperature -50 celsius, time 4 hour. The product is OC=1C=C2C=C(N=C(C2=CC1O)C)C1=CC(=C(C=C1)O)O (6,7-Dihydroxy-1-methyl-3-(3,4-dihydroxyphenyl)isoquinoline). The yield is 98.0%. As a reaction SMILES: C[O:2][C:3]1[CH:4]=[C:5]2[C:10](=[CH:11][C:12]=1[O:13]C)[C:9]([CH3:15])=[N:8][C:7]([C:16]1[CH:21]=[CH:20][C:19]([O:22]C)=[C:18]([O:24]C)[CH:17]=1)=[CH:6]2.C(=O)=O.CC(C)=O.B(Br)(Br)Br>C(Cl)(Cl)Cl.ClCCl>[OH:2][C:3]1[CH:4]=[C:5]2[C:10](=[CH:11][C:12]=1[OH:13])[C:9]([CH3:15])=[N:8][C:7]([C:16]1[CH:21]=[CH:20][C:19]([OH:22])=[C:18]([OH:24])[CH:17]=1)=[CH:6]2. Procedure details: Compound 12a (250 mg, 0.74 mmol) was dissolved in 5 mL dry chloroform and chilled to -50° C. using a mixture of dry ice and acetone. To this mixture was added dropwise 7.4 mL of a 1.0 M solution of boron tribromide in dichloromethane. The reaction mixture was allowed to come to room temperature over a period of 4 h. The precipitate was filtered and washed twice with 2 mL portions of ether. This crude product was recrystallized from ethanol to give 13 in 98% yield as white needles; mp >280° C. de... The reactants are COC1=CC=C(C(C2=CC=CC=C2)=NO)C=C1 (4-methoxybenzophenone oxime), C(C)(=O)[O-].[NH4+] (ammonium acetate), C(#N)[BH3-].[Na+] (sodium cyanoborohydride). The reagents and catalysts are [Cl-].[Cl-].[Cl-].[Ti+3] (titanium trichloride). Yields the product COC1=CC=C(C(C2=CC=CC=C2)N)C=C1 (4-Methoxybenzhydrylamine). Isolated yield 76.9%. As a reaction SMILES: [CH3:1][O:2][C:3]1[CH:17]=[CH:16][C:6]([C:7](=[N:14]O)[C:8]2[CH:13]=[CH:12][CH:11]=[CH:10][CH:9]=2)=[CH:5][CH:4]=1.C([O-])(=O)C.[NH4+].C([BH3-])#N.[Na+]>[Cl-].[Cl-].[Cl-].[Ti+3]>[CH3:1][O:2][C:3]1[CH:17]=[CH:16][C:6]([CH:7]([NH2:14])[C:8]2[CH:13]=[CH:12][CH:11]=[CH:10][CH:9]=2)=[CH:5][CH:4]=1 |f:1.2,3.4,5.6.7.8|. Procedure details: Following a procedure similar to that described in Preparation 12, but using 9.4 g of 4-methoxybenzophenone oxime, 33.9 g of ammonium acetate, 7.46 g of sodium cyanoborohydride, and 79 ml of a 17-19% by volume aqueous solution of titanium trichloride, 6.78 g of the title compound were obtained as an oily substance. Reagents/catalysts: C(C)(=O)O (acetic acid). The product is ClC1=CC=C(C=NC2=NN(CC2)C2=CC=C(C=C2)Cl)C=C1 (3-(4-chlorobenzylideneamino)-1-(4-chlorophenyl)-2-pyrazoline). Isolated yield 93.0%. Procedure: 3-Amino-1-(4-chlorophenyl)-2-pyrazoline (prepared in Reference Example 6 of our European patent specification No. 22-578) (1.95 g) in S.V.M. (5 ml) was mixed with excess 4-chlorobenzaldehyde (1.50 g) and the mixture was heated to reflux after the addition of 1 drop of glacial acetic acid. A virtually clear solution formed which rapidly crystallised to form a bright orange product which was collected, washed with S.V.M. and dried in vacuo to produce 2.95 g 3-(4-chlorobenzylideneamino)-1-(4-chloro... As a reaction SMILES: [NH2:1][C:2]1[CH2:6][CH2:5][N:4]([C:7]2[CH:12]=[CH:11][C:10]([Cl:13])=[CH:9][CH:8]=2)[N:3]=1.[Cl:14][C:15]1[CH:22]=[CH:21][C:18]([CH:19]=O)=[CH:17][CH:16]=1>C(O)(=O)C>[Cl:14][C:15]1[CH:22]=[CH:21][C:18]([CH:19]=[N:1][C:2]2[CH2:6][CH2:5][N:4]([C:7]3[CH:12]=[CH:11][C:10]([Cl:13])=[CH:9][CH:8]=3)[N:3]=2)=[CH:17][CH:16]=1. Reactants: NC1=NN(CC1)C1=CC=C(C=C1)Cl (3-Amino-1-(4-chlorophenyl)-2-pyrazoline), ClC1=CC=C(C=O)C=C1 (4-chlorobenzaldehyde). Reactants: ClC1=NC=C(C=C1C(=O)N[C@@H](C)C1=CC=C(C(=O)OC)C=C1)Cl (Methyl 4-((1S)-1-{[(2,5-dichloropyridin-3-yl)carbonyl]amino}ethyl)benzoate), FC=1C=C(C=CC1)O (3-fluorophenol), C([O-])(O)=O.[Na+] (sodium bicarbonate). Solvent: CN1C(CCC1)=O (1-methylpyrrolidin-2-one). Conditions: temperature 100 celsius, time 24 hour. The product is ClC=1C=C(C(=NC1)OC1=CC(=CC=C1)F)C(=O)N[C@@H](C)C1=CC=C(C(=O)OC)C=C1 (Methyl 4-[(1S)-1-({[5-chloro-2-(3-fluorophenoxy)pyridin-3-yl]carbonyl}amino)ethyl]benzoate). Isolated yield 83.9%. As a reaction SMILES: Cl[C:2]1[C:7]([C:8]([NH:10][C@H:11]([C:13]2[CH:22]=[CH:21][C:16]([C:17]([O:19][CH3:20])=[O:18])=[CH:15][CH:14]=2)[CH3:12])=[O:9])=[CH:6][C:5]([Cl:23])=[CH:4][N:3]=1.[F:24][C:25]1[CH:26]=[C:27]([OH:31])[CH:28]=[CH:29][CH:30]=1.C(=O)(O)[O-].[Na+]>CN1CCCC1=O>[Cl:23][C:5]1[CH:6]=[C:7]([C:8]([NH:10][C@H:11]([C:13]2[CH:22]=[CH:21][C:16]([C:17]([O:19][CH3:20])=[O:18])=[CH:15][CH:14]=2)[CH3:12])=[O:9])[C:2]([O:31][C:27]2[CH:28]=[CH:29][CH:30]=[C:25]([F:24])[CH:26]=2)=[N:3][CH:4]=1 |f:2.3|. Procedure details: A mixture of methyl 4-((1S)-1-{[(2,5-dichloropyridin-3-yl)carbonyl]amino}ethyl)benzoate (step 1, 177 mg, 0.50 mmol), 3-fluorophenol (224 mg, 2.0 mmol) and sodium bicarbonate (105 mg, 1.25 mmol) in 1-methylpyrrolidin-2-one (2 mL) was stirred at 100° C. for 24 h. After cooling, the reaction mixture was partitioned between water (50 mL) and dichloromethane (50 mL) and the organic phase was separated. The aqueous phase was extracted with dichloromethane (50 mL). The combined organic layer was washed... Reactants: CS(=O)(=O)O.C(#N)C1=CC=C(C=C1)C=1SC(=C(N1)C)C(=O)N[C@@H]([C@@](CN1N=CN=C1)(O)C1=C(C=C(C=C1)F)F)C ((1R,2R)-2-(4-cyanophenyl)-N-[2-(2,4-difluorophenyl)-2-hydroxy-1-methyl-3-(1H-1,2,4-triazol-1 -yl)propyl]-4-methyl-thiazole-5-carboxamide methanesulfonate), Cl.NO (hydroxylamine hydrochloride), C(=O)([O-])[O-].[Na+].[Na+] (Na2CO3). The solvent is O (H2O), C1CCOC1 (THF). Conditions: time 8 hour. Product: FC1=C(C=CC(=C1)F)[C@]([C@@H](C)NC(=O)C1=C(N=C(S1)C1=CC=C(C=C1)C(=N)NO)C)(CN1N=CN=C1)O ((1R,2R)-N-[2-(2,4-Difluorophenyl)-2-hydroxy-1-methyl-3-(1H-1,2,4-triazol-1-yl)propyl]-2-[4-[hydroxyamino(imino)methyl]phenyl]-4-methylthiazole-5-carboxamide). RXN SMILES: C([O-])([O-])=O.[Na+].[Na+].CS(O)(=O)=O.[C:12]([C:14]1[CH:19]=[CH:18][C:17]([C:20]2[S:21][C:22]([C:26]([NH:28][C@H:29]([CH3:46])[C@:30]([C:38]3[CH:43]=[CH:42][C:41]([F:44])=[CH:40][C:39]=3[F:45])([OH:37])[CH2:31][N:32]3[CH:36]=[N:35][CH:34]=[N:33]3)=[O:27])=[C:23]([CH3:25])[N:24]=2)=[CH:16][CH:15]=1)#[N:13].Cl.[NH2:48][OH:49]>O.C1COCC1>[F:45][C:39]1[CH:40]=[C:41]([F:44])[CH:42]=[CH:43][C:38]=1[C@@:30]([OH:37])([CH2:31][N:32]1[CH:36]=[N:35][CH:34]=[N:33]1)[C@H:29]([NH:28][C:26]([C:22]1[S:21][C:20]([C:17]2[CH:18]=[CH:19][C:14]([C:12]([NH:48][OH:49])=[NH:13])=[CH:15][CH:16]=2)=[N:24][C:23]=1[CH3:25])=[O:27])[CH3:46] |f:0.1.2,3.4,5.6|. Reported procedure: To a solution of Na2CO3 (0.72 g, 6.77 mmol) in a mixture of H2O (5 mL) and THF (5 mL) was added (1R,2R)-2-(4-cyanophenyl)-N-[2-(2,4-difluorophenyl)-2-hydroxy-1-methyl-3-(1H-1,2,4-triazol-1 -yl)propyl]-4-methyl-thiazole-5-carboxamide methanesulfonate (0.5 g, 0.84 mmol, obtained in example 31) and hydroxylamine hydrochloride (0.29 g, 4.23 mmol). The reaction mixture was stirred at room temperature overnight, and was then concentrated and the aqueous residue extracted with CHCl3. The organic phase ... Reactants: BrCc1ccccc1, CCCCCCCCCCCCCCCCn1nc(C)cc1C, CCOC(C)=O, O=S1(=O)CCCC1. Yields the product [Br-], CCCCCCCCCCCCCCCC[n+]1c(C)cc(C)n1Cc1ccccc1. RXN SMILES: [Br:24][CH2:25][c:26]1[cH:27][cH:28][cH:29][cH:30][cH:31]1.[CH3:1][c:2]1[n:3][n:4]([CH2:8][CH2:9][CH2:10][CH2:11][CH2:12][CH2:13][CH2:14][CH2:15][CH2:16][CH2:17][CH2:18][CH2:19][CH2:20][CH2:21][CH2:22][CH3:23])[c:5]([CH3:7])[cH:6]1.[CH3:39][CH2:40][O:41][C:42](=[O:43])[CH3:44].[S:32]1(=[O:37])(=[O:38])[CH2:33][CH2:34][CH2:35][CH2:36]1>>[Br-:24].[CH3:1][c:2]1[n:3]([CH2:25][c:26]2[cH:27][cH:28][cH:29][cH:30][cH:31]2)[n+:4]([CH2:8][CH2:9][CH2:10][CH2:11][CH2:12][CH2:13][CH2:14][CH2:15][CH2:16][CH2:17][CH2:18][CH2:19][CH2:20][CH2:21][CH2:22][CH3:23])[c:5]([CH3:7])[cH:6]1.